The task is: describe an organic reaction: reactants, conditions, products, and yield. This data is from the Open Reaction Database (ORD), a public repository of structured organic reaction records. Starting materials: C(C1=CC=CC=C1)OC(=O)NC(C(=O)OCC1=CC=CC=C1)CCP(=O)(OC1=CC=CC=C1)OC(CC)C(NCC(=O)OCC1=CC=CC=C1)=O (benzyl 2-(N-benzyloxycarbonylamino)-4-[1-[N-(benzyloxycarbonylmethyl)carbamoyl]propyl(phenyl)phosphono]butanoate), [H][H] (hydrogen). Reagents/catalysts: [C].[Pd] (palladium-carbon). The solvent is solvent, CO (methanol), O (water). Yields the product NC(C(=O)O)CCP(=O)(OC1=CC=CC=C1)OC(CC)C(NCC(=O)O)=O (2-amino-4-[1-[N-(carboxymethyl)carbamoyl]propyl(phenyl)phosphono]butanoic acid). Isolated yield 177.5%. As a reaction SMILES: C(OC([NH:11][CH:12]([CH2:23][CH2:24][P:25]([O:34][CH:35]([C:38](=[O:51])[NH:39][CH2:40][C:41]([O:43]CC1C=CC=CC=1)=[O:42])[CH2:36][CH3:37])([O:27][C:28]1[CH:33]=[CH:32][CH:31]=[CH:30][CH:29]=1)=[O:26])[C:13]([O:15]CC1C=CC=CC=1)=[O:14])=O)C1C=CC=CC=1.[H][H]>CO.O.[C].[Pd]>[NH2:11][CH:12]([CH2:23][CH2:24][P:25]([O:34][CH:35]([C:38](=[O:51])[NH:39][CH2:40][C:41]([OH:43])=[O:42])[CH2:36][CH3:37])([O:27][C:28]1[CH:33]=[CH:32][CH:31]=[CH:30][CH:29]=1)=[O:26])[C:13]([OH:15])=[O:14] |f:4.5|. Procedure details: Next, 0.25 g (0.35 mmol) of benzyl 2-(N-benzyloxycarbonylamino)-4-[1-[N-(benzyloxycarbonylmethyl)carbamoyl]propyl(phenyl)phosphono]butanoate was dissolved in 30 mL of a solvent mixture of methanol and water at 20:1 and mixed with 200 mg of 5% palladium-carbon and hydrogen gas was introduced for 45 minutes. The palladium-carbon was removed by Celite filtration and the filtrate was vacuum-concentrated. The residue was purified by medium pressure reversed-phase column chromatography ODS-S-50B. The ...